From a dataset of the Open Reaction Database (ORD), a public repository of structured organic reaction records. describe an organic reaction: reactants, conditions, products, and yield Reactants: Cc1ccccc1, CC(C)(O)c1nc(NC(=O)c2c(F)cccc2F)sc1-c1cccc(C(F)(F)F)c1, O=C(O)C(F)(F)F. Yields the product C=C(C)c1nc(NC(=O)c2c(F)cccc2F)sc1-c1cccc(C(F)(F)F)c1. Reaction SMILES: [CH3:38][c:39]1[cH:40][cH:41][cH:42][cH:43][cH:44]1.[F:1][c:2]1[c:3]([C:4](=[O:5])[NH:6][c:7]2[s:8][c:9](-[c:16]3[cH:17][c:18]([C:22]([F:23])([F:24])[F:25])[cH:19][cH:20][cH:21]3)[c:10]([C:12]([CH3:13])([CH3:14])[OH:15])[n:11]2)[c:26]([F:30])[cH:27][cH:28][cH:29]1.[F:31][C:32]([F:33])([F:34])[C:35]([OH:36])=[O:37]>>[F:1][c:2]1[c:3]([C:4](=[O:5])[NH:6][c:7]2[s:8][c:9](-[c:16]3[cH:17][c:18]([C:22]([F:23])([F:24])[F:25])[cH:19][cH:20][cH:21]3)[c:10]([C:12](=[CH2:13])[CH3:14])[n:11]2)[c:26]([F:30])[cH:27][cH:28][cH:29]1. Reactants: COC(=O)CCCCCOc1cc2nc(-c3ccccc3)n(-c3ccc(C)cc3)c2cc1O, CI. Product: COC(=O)CCCCCOc1cc2nc(-c3ccccc3)n(-c3ccc(C)cc3)c2cc1OC. RXN SMILES: [CH3:1][O:2][C:3]([CH2:4][CH2:5][CH2:6][CH2:7][CH2:8][O:9][c:10]1[cH:11][c:12]2[c:13]([n:14](-[c:23]3[cH:24][cH:25][c:26]([CH3:29])[cH:27][cH:28]3)[c:15](-[c:17]3[cH:18][cH:19][cH:20][cH:21][cH:22]3)[n:16]2)[cH:30][c:31]1[OH:32])=[O:33].[CH3:34][I:35]>>[CH3:1][O:2][C:3]([CH2:4][CH2:5][CH2:6][CH2:7][CH2:8][O:9][c:10]1[cH:11][c:12]2[c:13]([n:14](-[c:23]3[cH:24][cH:25][c:26]([CH3:29])[cH:27][cH:28]3)[c:15](-[c:17]3[cH:18][cH:19][cH:20][cH:21][cH:22]3)[n:16]2)[cH:30][c:31]1[O:32][CH3:34])=[O:33]. Reactants: C1CCOC1, CCO, B1C2CCCC1CCC2, [Na+], [OH-], OO, C=CC1CC1c1cn(S(=O)(=O)c2ccc(C)cc2)c2ccc(C#N)cc12. Product: Cc1ccc(S(=O)(=O)n2cc(C3CC3CCO)c3cc(C#N)ccc32)cc1. Reaction SMILES: [CH2:40]1[O:41][CH2:42][CH2:43][CH2:44]1.[CH3:45][CH2:46][OH:47].[CH:1]12[CH2:2][CH2:3][CH2:4][CH:5]([BH:6]1)[CH2:7][CH2:8][CH2:9]2.[Na+:37].[OH-:36].[OH:38][OH:39].[c:10]1([CH3:35])[cH:11][cH:12][c:13]([S:16](=[O:17])(=[O:18])[n:19]2[cH:20][c:21]([CH:30]3[CH:31]([CH:33]=[CH2:34])[CH2:32]3)[c:22]3[cH:23][c:24]([C:28]#[N:29])[cH:25][cH:26][c:27]23)[cH:14][cH:15]1>>[c:10]1([CH3:35])[cH:11][cH:12][c:13]([S:16](=[O:17])(=[O:18])[n:19]2[cH:20][c:21]([CH:30]3[CH:31]([CH2:33][CH2:34][OH:36])[CH2:32]3)[c:22]3[cH:23][c:24]([C:28]#[N:29])[cH:25][cH:26][c:27]23)[cH:14][cH:15]1. Reactants: C(CCCCCCCCCCCCCCCCC)(=O)O (stearic acid), C1C(O1)CO (glycidol), C1C(O1)CO (glycidol). The reagents and catalysts are [OH-].[Na+] (NaOH). Run in C1(=CC=CC=C1)C (toluene). Reaction conditions: time 5 hour. Yields the product CCCCCCCCCCCCCCCCCC(=O)OCC(CO)O (monostearin). Isolated yield 86.1%. As a reaction SMILES: [C:1]([OH:20])(=[O:19])[CH2:2][CH2:3][CH2:4][CH2:5][CH2:6][CH2:7][CH2:8][CH2:9][CH2:10][CH2:11][CH2:12][CH2:13][CH2:14][CH2:15][CH2:16][CH2:17][CH3:18].[CH2:21]1[O:23][CH:22]1[CH2:24][OH:25]>[OH-].[Na+].C1(C)C=CC=CC=1>[CH3:18][CH2:17][CH2:16][CH2:15][CH2:14][CH2:13][CH2:12][CH2:11][CH2:10][CH2:9][CH2:8][CH2:7][CH2:6][CH2:5][CH2:4][CH2:3][CH2:2][C:1]([O:20][CH2:21][CH:22]([OH:23])[CH2:24][OH:25])=[O:19] |f:2.3|. Procedure: 0.4 mole of stearic acid were heated to boiling (about 113° C.) under reflux with 280 grams of toluene and 0.29 gram of NaOH (water free) and, in the course of 20 minutes, 31.2 grams of glycidol dropped in. After a further 5 hours at this temperature, the glycidol was 99% reacted and the reaction ended. After working as in Example 1, there were obtained 123.5 grams (86%) of monostearin having the following properties: The reactants are ClC=1C=C(C=CC1OC(C)C)C1=NC(=NO1)C=1C=CC=C2C(=CN(C12)C)CCC(=O)O (3-[7-(5-{3-chloro-4-[(1-methylethyl)oxy]phenyl}-1,2,4-oxadiazol-3-yl)-1-methyl-1H-indol-3-yl]propanoic acid), II (I2), [BH4-].[Na+] (NaBH4). Run in C1CCOC1 (THF), C1CCOC1 (THF), C1CCOC1 (THF). Conditions: time 15 minute. Yields the product ClC=1C=C(C=CC1OC(C)C)C1=NC(=NO1)C=1C=CC=C2C(=CN(C12)C)CCCO (3-[7-(5-{3-chloro-4-[(1-methylethyl)oxy]phenyl}-1,2,4-oxadiazol-3-yl)-1-methyl-1H-indol-3-yl]-1-propanol). Yield: 62.0%. Reaction SMILES: [BH4-].[Na+].[Cl:3][C:4]1[CH:5]=[C:6]([C:14]2[O:18][N:17]=[C:16]([C:19]3[CH:20]=[CH:21][CH:22]=[C:23]4[C:27]=3[N:26]([CH3:28])[CH:25]=[C:24]4[CH2:29][CH2:30][C:31](O)=[O:32])[N:15]=2)[CH:7]=[CH:8][C:9]=1[O:10][CH:11]([CH3:13])[CH3:12].II>C1COCC1>[Cl:3][C:4]1[CH:5]=[C:6]([C:14]2[O:18][N:17]=[C:16]([C:19]3[CH:20]=[CH:21][CH:22]=[C:23]4[C:27]=3[N:26]([CH3:28])[CH:25]=[C:24]4[CH2:29][CH2:30][CH2:31][OH:32])[N:15]=2)[CH:7]=[CH:8][C:9]=1[O:10][CH:11]([CH3:12])[CH3:13] |f:0.1|. Reported procedure: To a suspension of NaBH4 (0.52 g) in THF (50 mL) was added a solution of 3-[7-(5-{3-chloro-4-[(1-methylethyl)oxy]phenyl}-1,2,4-oxadiazol-3-yl)-1-methyl-1H-indol-3-yl]propanoic acid (E2) (1.5 g) in THF (20 mL) dropwise. The mixture was stirred for 15 mins and a solution of I2 (1.7 g) in THF (90 mL) was added dropwise. The reaction mixture was stirred at 20° C. for 20 h. The reaction mixture was quenched with water, the solvent was evaporated and the residue was partitioned between ethyl acetate (... Starting materials: CNc1ccc(Oc2ccnc(C(=O)OC(C)(C)C)c2)cc1N, Cc1ccc(Nc2nc3cc(Oc4ccnc(C(=O)OC(C)(C)C)c4)ccc3n2C)cc1, ClCCl, Cc1ccccc1, CO, O=C(O)C(F)(F)F, CI, [N-]=C=S, NC(N)=S. RXN SMILES: [C:1]([O:2][C:3]([c:4]1[cH:5][c:6]([O:7][c:8]2[cH:9][cH:10][c:11]([NH:12][CH3:13])[c:14]([NH2:15])[cH:16]2)[cH:17][cH:18][n:19]1)=[O:20])([CH3:21])([CH3:22])[CH3:23].[C:40]([CH3:41])([CH3:42])([CH3:43])[O:44][C:45](=[O:46])[c:47]1[n:48][cH:49][cH:50][c:51]([O:53][c:54]2[cH:55][c:56]3[c:57]([n:58]([CH3:69])[c:59]([NH:61][c:62]4[cH:63][cH:64][c:65]([CH3:68])[cH:66][cH:67]4)[n:60]3)[cH:70][cH:71]2)[cH:52]1.[CH2:81]([Cl:82])[Cl:83].[CH3:27][c:28]1[cH:29][cH:30][cH:31][cH:32][cH:33]1.[CH3:79][OH:80].[F:72][C:73]([F:74])([F:75])[C:76]([OH:77])=[O:78].[I:38][CH3:39].[N-:24]=[C:25]=[S:26].[NH2:34][C:35](=[S:36])[NH2:37]>>[O:44]=[C:45]([OH:46])[c:47]1[n:48][cH:49][cH:50][c:51]([O:53][c:54]2[cH:55][c:56]3[c:57]([n:58]([CH3:69])[c:59]([NH:61][c:62]4[cH:63][cH:64][c:65]([CH3:68])[cH:66][cH:67]4)[n:60]3)[cH:70][cH:71]2)[cH:52]1. Product: Cc1ccc(Nc2nc3cc(Oc4ccnc(C(=O)O)c4)ccc3n2C)cc1. The reactants are CCN(CCCCOc1ccc2c(-c3ccc(C#CCN(C)C)cc3)nsc2c1)CCO[Si](C)(C)C(C)(C)C, C1CCOC1. Product: CCN(CCO)CCCCOc1ccc2c(-c3ccc(C#CCN(C)C)cc3)nsc2c1. Reaction SMILES: [C:1]([Si:2]([CH3:3])([CH3:4])[O:6][CH2:7][CH2:8][N:9]([CH2:10][CH2:11][CH2:12][CH2:13][O:14][c:15]1[cH:16][c:17]2[c:18]([c:19](-[c:22]3[cH:23][cH:24][c:25]([C:28]#[C:29][CH2:30][N:31]([CH3:32])[CH3:33])[cH:26][cH:27]3)[n:20][s:21]2)[cH:34][cH:35]1)[CH2:36][CH3:37])([CH3:5])([CH3:38])[CH3:39].[CH2:40]1[O:41][CH2:42][CH2:43][CH2:44]1>>[OH:6][CH2:7][CH2:8][N:9]([CH2:10][CH2:11][CH2:12][CH2:13][O:14][c:15]1[cH:16][c:17]2[c:18]([c:19](-[c:22]3[cH:23][cH:24][c:25]([C:28]#[C:29][CH2:30][N:31]([CH3:32])[CH3:33])[cH:26][cH:27]3)[n:20][s:21]2)[cH:34][cH:35]1)[CH2:36][CH3:37]. The reactants are N1=CN=CC(=C1)CO (Pyrimidin-5-ylmethanol), [H-].[Na+] (sodium hydride), C1(=CC=C(C=C1)S(=O)(=O)Cl)C (p-Toluenesulfonyl chloride). Solvent: O1CCCC1 (tetrahydrofuran). Conditions: time 5 minute. Yields the product CC1=CC=C(C=C1)S(=O)(=O)OCC=1C=NC=NC1 (pyrimidin-5-ylmethyl 4-methylbenzenesulfonate). RXN SMILES: [N:1]1[CH:6]=[C:5]([CH2:7][OH:8])[CH:4]=[N:3][CH:2]=1.[H-].[Na+].[C:11]1([CH3:21])[CH:16]=[CH:15][C:14]([S:17](Cl)(=[O:19])=[O:18])=[CH:13][CH:12]=1>O1CCCC1>[CH3:21][C:11]1[CH:16]=[CH:15][C:14]([S:17]([O:8][CH2:7][C:5]2[CH:6]=[N:1][CH:2]=[N:3][CH:4]=2)(=[O:19])=[O:18])=[CH:13][CH:12]=1 |f:1.2|. Procedure details: Pyrimidin-5-ylmethanol (510 mg, 4.63 mmol) in tetrahydrofuran (8 mL) at room temperature was treated with sodium hydride (185 mg, 4.63 mmol) and stirred for 5 minutes. p-Toluenesulfonyl chloride (883 mg, 4.63 mmol) was added, and the resulting mixture stirred for one hour to form pyrimidin-5-ylmethyl 4-methylbenzenesulfonate. In a separate flask 3-methyloxindole (682 mg, 4.63 mmol) and N,N′-dimethylethylenediamine (1.538 mL, 10.19 mmol) in tetrahydrofuran (16 mL) were cooled to −78° C. and treat... The reactants are O=C([O-])O, O=C(Cl)CCl, ClCCl, NCCc1ccccc1, [Na+]. Yields the product O=C(CCl)NCCc1ccccc1. RXN SMILES: [C:15](=[O:16])([OH:17])[O-:18].[Cl:1][CH2:2][C:3](=[O:4])[Cl:5].[Cl:20][CH2:21][Cl:22].[NH2:6][CH2:7][CH2:8][c:9]1[cH:10][cH:11][cH:12][cH:13][cH:14]1.[Na+:19]>>[Cl:1][CH2:2][C:3](=[O:4])[NH:6][CH2:7][CH2:8][c:9]1[cH:10][cH:11][cH:12][cH:13][cH:14]1.